This data is from the Open Reaction Database (ORD), a public repository of structured organic reaction records. The task is: describe an organic reaction: reactants, conditions, products, and yield Yields the product CC(Nc1nc(Nc2cnccn2)cc(-c2cncs2)n1)c1ccc(F)cc1. RXN SMILES: [CH2:38]1[O:39][CH2:40][CH2:41][O:42][CH2:43]1.[Cl:1][c:2]1[n:3][c:4]([NH:13][CH:14]([CH3:15])[c:16]2[cH:17][cH:18][c:19]([F:22])[cH:20][cH:21]2)[n:5][c:6](-[c:8]2[cH:9][n:10][cH:11][s:12]2)[cH:7]1.[K+:35].[K+:36].[K+:37].[NH2:23][c:24]1[n:25][cH:26][cH:27][n:28][cH:29]1.[P:30]([O-:31])([O-:32])([O-:33])=[O:34]>>[c:2]1([NH:23][c:24]2[n:25][cH:26][cH:27][n:28][cH:29]2)[n:3][c:4]([NH:13][CH:14]([CH3:15])[c:16]2[cH:17][cH:18][c:19]([F:22])[cH:20][cH:21]2)[n:5][c:6](-[c:8]2[cH:9][n:10][cH:11][s:12]2)[cH:7]1. Reactants: C1COCCO1, CC(Nc1nc(Cl)cc(-c2cncs2)n1)c1ccc(F)cc1, [K+], [K+], [K+], Nc1cnccn1, O=P([O-])([O-])[O-]. Reactants: CSc1ccc(C=O)s1, N#CCS(=O)(=O)c1ccsc1. The product is CSc1ccc(C=C(C#N)S(=O)(=O)c2ccsc2)s1. RXN SMILES: [CH3:1][S:2][c:3]1[s:4][c:5]([CH:8]=[O:9])[cH:6][cH:7]1.[s:10]1[cH:11][c:12]([S:15](=[O:16])(=[O:17])[CH2:18][C:19]#[N:20])[cH:13][cH:14]1>>[CH3:1][S:2][c:3]1[s:4][c:5]([CH:8]=[C:18]([S:15]([c:12]2[cH:11][s:10][cH:14][cH:13]2)(=[O:16])=[O:17])[C:19]#[N:20])[cH:6][cH:7]1. The reactants are Br, CN1CCCC1=O, Nc1nnc2ccc(Cl)nn12, [Na+], [O-]c1ccccc1, O. Yields the product Nc1nnc2ccc(Oc3ccccc3)nn12. As a reaction SMILES: [BrH:1].[CH3:22][N:23]1[CH2:24][CH2:25][CH2:26][C:27]1=[O:28].[Cl:2][c:3]1[cH:4][cH:5][c:6]2[n:7]([n:8]1)[c:9]([NH2:12])[n:10][n:11]2.[Na+:20].[O-:13][c:14]1[cH:15][cH:16][cH:17][cH:18][cH:19]1.[OH2:21]>>[c:3]1([O:13][c:14]2[cH:15][cH:16][cH:17][cH:18][cH:19]2)[cH:4][cH:5][c:6]2[n:7]([n:8]1)[c:9]([NH2:12])[n:10][n:11]2. Solvent: CO (methanol). As a reaction SMILES: C([N:8]1[CH2:12][CH2:11][C@@H:10]([O:13][Si:14]([C:27]([CH3:30])([CH3:29])[CH3:28])([C:21]2[CH:26]=[CH:25][CH:24]=[CH:23][CH:22]=2)[C:15]2[CH:20]=[CH:19][CH:18]=[CH:17][CH:16]=2)[CH2:9]1)C1C=CC=CC=1.[ClH:31].[H][H]>CO.[PdH2]>[ClH:31].[C:27]([Si:14]([C:15]1[CH:20]=[CH:19][CH:18]=[CH:17][CH:16]=1)([C:21]1[CH:22]=[CH:23][CH:24]=[CH:25][CH:26]=1)[O:13][C@@H:10]1[CH2:11][CH2:12][NH:8][CH2:9]1)([CH3:30])([CH3:28])[CH3:29] |f:5.6|. The reagents and catalysts are [PdH2] (palladium hydride). Starting materials: Cl (hydrochloric acid), C(C1=CC=CC=C1)N1C[C@@H](CC1)O[Si](C1=CC=CC=C1)(C1=CC=CC=C1)C(C)(C)C ((3R)-1-Benzyl-3-(tert-butyldiphenyl-silyloxy)pyrrolidine), [H][H] (hydrogen). Procedure details: (3R)-1-Benzyl-3-(tert-butyldiphenyl-silyloxy)pyrrolidine (1.18 g) was dissolved in methanol (12 ml), 1N hydrochloric acid (240 μl) and palladium hydride (221 mg) were added, and hydrogen was introduced to conduct catalytic reduction under normal pressure at room temperature for 4.5 hours. The catalyst was removed by filtration, and the filtrate was concentrated to solid under reduced pressure to obtain crude (3R)-3-(tert-butyldiphenyl-silyloxy)pyrrolidine hydrochloride (984 mg). Product: Cl.C(C)(C)(C)[Si](O[C@H]1CNCC1)(C1=CC=CC=C1)C1=CC=CC=C1 ((3R)-3-(tert-butyldiphenyl-silyloxy)pyrrolidine hydrochloride). Starting materials: C(C1=CC=CC=C1)C1(C(COC2=CC=C(C=C12)OC)NC(OCC)=O)O (ethyl 4-benzyl-4-hydroxy-6-methoxychroman-3-ylcarbamate), half, Cl (HCl), [OH-].[Na+] (Sodium hydroxide). Procedure: 6.87 g (12.5 mmol) of ethyl 4-benzyl-4-hydroxy-6-methoxychroman-3-ylcarbamate were added to 80 ml of half concentrated aqueous HCl and stirred at 100° C. for 2.5 h. The mixture was cooled to 0° C. and diluted with water. Sodium hydroxide (50% aqueous solution) was carefully added until pH >10. The aqueous phase was extracted with EtOAc (2×). The combined organic phases were washed with water and brine, dried over MgSO4 and the solvent was evaporated to give 5.7 g of crude material. The crude mat... Run in O (water). Yields the product C(C1=CC=CC=C1)=C1C(COC2=CC=C(C=C12)OC)NC(OCC)=O (Ethyl 4-benzylidene-6-methoxychroman-3-ylcarbamate). Run at temperature 100 celsius, time 2.5 hour. As a reaction SMILES: [CH2:1]([C:8]1(O)[C:17]2[C:12](=[CH:13][CH:14]=[C:15]([O:18][CH3:19])[CH:16]=2)[O:11][CH2:10][CH:9]1[NH:20][C:21](=[O:25])[O:22][CH2:23][CH3:24])[C:2]1[CH:7]=[CH:6][CH:5]=[CH:4][CH:3]=1.Cl.[OH-].[Na+]>O>[CH:1](=[C:8]1[C:17]2[C:12](=[CH:13][CH:14]=[C:15]([O:18][CH3:19])[CH:16]=2)[O:11][CH2:10][CH:9]1[NH:20][C:21](=[O:25])[O:22][CH2:23][CH3:24])[C:2]1[CH:3]=[CH:4][CH:5]=[CH:6][CH:7]=1 |f:2.3|. The reactants are C(C1=CC=CC=C1)(=O)N=C=S (Benzoyl isothiocyanate), N[C@@]1([C@@H]([C@H](OC1)COC(C1=CC=CC=C1)(C1=CC=CC=C1)C1=CC=CC=C1)CO)C1=C(C(=CC=C1)F)F ([(2S,3R,4S)-4-amino-4-(2,3-difluorophenyl)-2-((trityloxy)methyl)tetrahydrofuran-3-yl]methanol). Solvent: C(Cl)Cl (DCM). Run at time 50 minute. The product is FC1=C(C=CC=C1F)[C@@]1(CO[C@@H]([C@H]1CO)COC(C1=CC=CC=C1)(C1=CC=CC=C1)C1=CC=CC=C1)NC(=S)NC(C1=CC=CC=C1)=O (N-(((3S,4R,5S)-3-(2,3-difluorophenyl)-4-(hydroxymethyl)-5-((trityloxy)methyl)tetrahydrofuran-3-yl)carbamothioyl)benzamide). As a reaction SMILES: [C:1]([N:9]=[C:10]=[S:11])(=[O:8])[C:2]1[CH:7]=[CH:6][CH:5]=[CH:4][CH:3]=1.[NH2:12][C@@:13]1([C:41]2[CH:46]=[CH:45][CH:44]=[C:43]([F:47])[C:42]=2[F:48])[CH2:17][O:16][C@H:15]([CH2:18][O:19][C:20]([C:33]2[CH:38]=[CH:37][CH:36]=[CH:35][CH:34]=2)([C:27]2[CH:32]=[CH:31][CH:30]=[CH:29][CH:28]=2)[C:21]2[CH:26]=[CH:25][CH:24]=[CH:23][CH:22]=2)[C@H:14]1[CH2:39][OH:40]>C(Cl)Cl>[F:48][C:42]1[C:43]([F:47])=[CH:44][CH:45]=[CH:46][C:41]=1[C@@:13]1([NH:12][C:10]([NH:9][C:1](=[O:8])[C:2]2[CH:7]=[CH:6][CH:5]=[CH:4][CH:3]=2)=[S:11])[C@H:14]([CH2:39][OH:40])[C@@H:15]([CH2:18][O:19][C:20]([C:33]2[CH:38]=[CH:37][CH:36]=[CH:35][CH:34]=2)([C:21]2[CH:22]=[CH:23][CH:24]=[CH:25][CH:26]=2)[C:27]2[CH:32]=[CH:31][CH:30]=[CH:29][CH:28]=2)[O:16][CH2:17]1. Procedure details: Benzoyl isothiocyanate (2.1 ml) was added to a solution of [(2S,3R,4S)-4-amino-4-(2,3-difluorophenyl)-2-((trityloxy)methyl)tetrahydrofuran-3-yl]methanol, obtained in Preparation Example 4-(23), (7.04 g) in DCM (26 ml) at 0° C. After stirring for 10 h and 50 mins at same temperature, the mixture was directly purified by silica gel column chromatography (gradient from 20% to 50% EtOAc in heptane) to afford the titled compound (9.47 g) as a pale yellow solid. Starting materials: CNC=1C(=CC(=CC1)[N+](=O)[O-])N (N1-methyl-4-nitro-benzene-1,2-diamine), C(C)(C)N=C=S (isopropyl isothiocyanate), CC1=CC=C(C=C1)S(=O)(=O)[O-].C[N+]1(CCOCC1)CCN=C=NC2CCCCC2 (1-cyclohexyl-3-(2-morpholinoethyl)carbodiimide metho-p-toluenesulfonate). Solvent: N1=CC=CC=C1 (pyridine). Reaction conditions: temperature 90 celsius, time 1 hour. The product is C(C)(C)NC1=NC2=C(N1C)C=CC(=C2)[N+](=O)[O-] (N-isopropyl-1-methyl-5-nitro-1H-benzimidazol-2-amine). The yield is 85.4%. RXN SMILES: [CH3:1][NH:2][C:3]1[C:4]([NH2:12])=[CH:5][C:6]([N+:9]([O-:11])=[O:10])=[CH:7][CH:8]=1.[CH:13]([N:16]=[C:17]=S)([CH3:15])[CH3:14].CC1C=CC(S([O-])(=O)=O)=CC=1.C[N+]1(CCN=C=NC2CCCCC2)CCOCC1>N1C=CC=CC=1>[CH:13]([NH:16][C:17]1[N:2]([CH3:1])[C:3]2[CH:8]=[CH:7][C:6]([N+:9]([O-:11])=[O:10])=[CH:5][C:4]=2[N:12]=1)([CH3:15])[CH3:14] |f:2.3|. Reported procedure: To a solution of N1-methyl-4-nitro-benzene-1,2-diamine (2.0 g, 12.0 mmol) in pyridine (20 ml) was added isopropyl isothiocyanate (1.41 g, 13.2 mmol) and the mixture was heated to 90° C. After 1 h, 1-cyclohexyl-3-(2-morpholinoethyl)carbodiimide metho-p-toluenesulfonate (6.6 g, 15.6 mmol) was added and the mixture was heated at 90° C. After 16 h, the reaction mixture was cooled to rt, filtered and concentrated to a red residue. This was dissolved in EtOAc and washed with water (4×125 ml). The orga... The reactants are CN1CCN(N)CC1, Nc1ncc(-c2ccc(C(=O)O)s2)nc1OCc1c(F)ccc(F)c1Cl. Product: CN1CCN(C(=O)c2ccc(-c3cnc(N)c(OCc4c(F)ccc(F)c4Cl)n3)s2)CC1. Reaction SMILES: [CH3:27][N:28]1[CH2:29][CH2:30][N:31]([NH2:34])[CH2:32][CH2:33]1.[NH2:1][c:2]1[n:3][cH:4][c:5](-[c:19]2[cH:20][cH:21][c:22]([C:24](=[O:25])[OH:26])[s:23]2)[n:6][c:7]1[O:8][CH2:9][c:10]1[c:11]([Cl:18])[c:12]([F:17])[cH:13][cH:14][c:15]1[F:16]>>[NH2:1][c:2]1[n:3][cH:4][c:5](-[c:19]2[cH:20][cH:21][c:22]([C:24](=[O:26])[N:31]3[CH2:30][CH2:29][N:28]([CH3:27])[CH2:33][CH2:32]3)[s:23]2)[n:6][c:7]1[O:8][CH2:9][c:10]1[c:11]([Cl:18])[c:12]([F:17])[cH:13][cH:14][c:15]1[F:16]. Product: CN(C)C1CCc2ccccc2C(c2ccccc2)C1. Starting materials: CN(C)C1C=C(c2ccccc2)c2ccccc2CC1, CCO. RXN SMILES: [CH3:1][N:2]([CH:3]1[CH2:4][CH2:5][c:6]2[c:7]([cH:16][cH:17][cH:18][cH:19]2)[C:8]([c:10]2[cH:11][cH:12][cH:13][cH:14][cH:15]2)=[CH:9]1)[CH3:20].[CH3:21][CH2:22][OH:23]>>[CH3:1][N:2]([CH:3]1[CH2:4][CH2:5][c:6]2[c:7]([cH:16][cH:17][cH:18][cH:19]2)[CH:8]([c:10]2[cH:11][cH:12][cH:13][cH:14][cH:15]2)[CH2:9]1)[CH3:20].